From a dataset of the Open Reaction Database (ORD), a public repository of structured organic reaction records. describe an organic reaction: reactants, conditions, products, and yield Starting materials: CCOC(C)=O, Cn1c(C(F)(F)F)cc(=O)n(-c2cc(Oc3ccccc3OCc3ccccc3)c(Cl)cc2F)c1=O. The product is Cn1c(C(F)(F)F)cc(=O)n(-c2cc(Oc3ccccc3O)c(Cl)cc2F)c1=O. RXN SMILES: [CH3:37][CH2:38][O:39][C:40](=[O:41])[CH3:42].[Cl:1][c:2]1[c:3]([O:4][c:5]2[c:6]([O:7][CH2:8][c:9]3[cH:10][cH:11][cH:12][cH:13][cH:14]3)[cH:15][cH:16][cH:17][cH:18]2)[cH:19][c:20](-[n:24]2[c:25](=[O:36])[n:26]([CH3:35])[c:27]([C:31]([F:32])([F:33])[F:34])[cH:28][c:29]2=[O:30])[c:21]([F:23])[cH:22]1>>[Cl:1][c:2]1[c:3]([O:4][c:5]2[c:6]([OH:7])[cH:15][cH:16][cH:17][cH:18]2)[cH:19][c:20](-[n:24]2[c:25](=[O:36])[n:26]([CH3:35])[c:27]([C:31]([F:32])([F:33])[F:34])[cH:28][c:29]2=[O:30])[c:21]([F:23])[cH:22]1. The reactants are [H-].[Al+3].[Li+].[H-].[H-].[H-] (Lithium aluminium hydride), COC(CC1(CCN(CC1)CC1=CC=CC=C1)N1CCCC1)=O ((1-benzyl-4-pyrrolidine-1-ylpiperidine-4-yl)acetic acid methyl ester), O (water), [OH-].[Na+] (sodium hydroxide), O (water). Run in O1CCCC1 (tetrahydrofuran), O1CCCC1 (tetrahydrofuran). Reaction conditions: temperature 0 celsius, time 1 hour. Product: C(C1=CC=CC=C1)N1CCC(CC1)(N1CCCC1)CCO (2-(1-benzyl-4-pyrrolidine-1-ylpiperidine-4-yl)ethanol). As a reaction SMILES: [H-].[Al+3].[Li+].[H-].[H-].[H-].C[O:8][C:9](=O)[CH2:10][C:11]1([N:24]2[CH2:28][CH2:27][CH2:26][CH2:25]2)[CH2:16][CH2:15][N:14]([CH2:17][C:18]2[CH:23]=[CH:22][CH:21]=[CH:20][CH:19]=2)[CH2:13][CH2:12]1.O.[OH-].[Na+]>O1CCCC1>[CH2:17]([N:14]1[CH2:13][CH2:12][C:11]([CH2:10][CH2:9][OH:8])([N:24]2[CH2:28][CH2:27][CH2:26][CH2:25]2)[CH2:16][CH2:15]1)[C:18]1[CH:23]=[CH:22][CH:21]=[CH:20][CH:19]=1 |f:0.1.2.3.4.5,8.9|. Procedure: Lithium aluminium hydride (324 mg) was suspended in tetrahydrofuran (25 mL). A solution of (1-benzyl-4-pyrrolidine-1-ylpiperidine-4-yl)acetic acid methyl ester (2.70 g) in tetrahydrofuran (25 mL) was added thereto at 0° C. After stirring at 0° C. for 1 hour, to the reaction solution were sequentially added with water (0.35 mL), 10% aqueous sodium hydroxide (0.35 mL) and water (1.05 mL). The insoluble material was filtrated and the filtrate was extracted with ethyl acetate. The organic layer was ... Starting materials: BrC=1C=C2C=3N(C(C(NC3C1)=O)=O)C(CC2)C(=O)O (9-bromo-5-carboxy-6,7-dihydro-1H, 5H-pyrido[1,2,3-de]quinoxaline-2,3-dione), C(CC1=CC=CC=C1)N (phenethylamine). Yields the product BrC=1C=C2C=3N(C(C(NC3C1)=O)=O)C(CC2)C(NCCC2=CC=CC=C2)=O (9-Bromo-5-phenethylcarbamoyl-6,7-dihydro-1H, 5H-pyrido[1,2,3-de]quinoxaline-2,3-dione). Yield: 83.8%. As a reaction SMILES: [Br:1][C:2]1[CH:3]=[C:4]2[CH2:16][CH2:15][CH:14]([C:17](O)=[O:18])[N:6]3[C:7](=[O:13])[C:8](=[O:12])[NH:9][C:10]([CH:11]=1)=[C:5]23.[CH2:20]([NH2:28])[CH2:21][C:22]1[CH:27]=[CH:26][CH:25]=[CH:24][CH:23]=1>>[Br:1][C:2]1[CH:3]=[C:4]2[CH2:16][CH2:15][CH:14]([C:17](=[O:18])[NH:28][CH2:20][CH2:21][C:22]3[CH:27]=[CH:26][CH:25]=[CH:24][CH:23]=3)[N:6]3[C:7](=[O:13])[C:8](=[O:12])[NH:9][C:10]([CH:11]=1)=[C:5]23. Procedure details: A procedure similar to that described in Example 5 was carried out with 9-bromo-5-carboxy-6,7-dihydro-1H, 5H-pyrido[1,2,3-de]quinoxaline-2,3-dione (300 mg, 0.92 mmol) and phenethylamine (121 mg, 1.0 mmol) to give 330 mg of the title compound(84%): mp>250° C.; 1H NMR (270 MHz, DMSO-d6) δ12.12 (s, 1H), 8.21 (t, 1H, J=5.6 Hz), 7.09~7.39 (m, 7H), 5.07 (m, 1H), 3.24~3.33 (m, 2H), 2.64~2.73 (m, 3H), 2.25~2.32 (m, 2H), 1.80~1.95 (m, 1H). The reactants are CC1C(C(=O)[C@@]2(O1)C[C@@H]3[C@]([C@@H]2OC(=O)C)(C[C@]45N3C(=O)[C@](N(C4=O)C)(SSS5)CO)O)(C)C (Sirodesmin C), S(=O)(Cl)Cl (thionyl chloride), O (water). The solvent is N1=CC=CC=C1 (pyridine). Conditions: time 15 minute. Yields the product CC1C(C(=O)C2(O1)CC3C(C2OC(=O)C)(CC45N3C(=O)C(N(C4=O)C)(SS5)CO)O)(C)C (Sirodesmin A). Reaction SMILES: [CH3:1][CH:2]1[O:7][C@:6]2([C@@H:11]([O:12][C:13]([CH3:15])=[O:14])[C@:10]3([OH:31])[CH2:16][C@@:17]45[S:28]S[S:26][C@@:21]([CH2:29][OH:30])([N:22]([CH3:25])[C:23]4=[O:24])[C:19](=[O:20])[N:18]5[C@@H:9]3[CH2:8]2)[C:4](=[O:5])[C:3]1([CH3:33])[CH3:32].S(Cl)(Cl)=O.O>N1C=CC=CC=1>[CH3:1][CH:2]1[O:7][C:6]2([CH:11]([O:12][C:13]([CH3:15])=[O:14])[C:10]3([OH:31])[CH2:16][C:17]45[S:28][S:26][C:21]([CH2:29][OH:30])([N:22]([CH3:25])[C:23]4=[O:24])[C:19](=[O:20])[N:18]5[CH:9]3[CH2:8]2)[C:4](=[O:5])[C:3]1([CH3:33])[CH3:32]. Procedure details: Sirodesmin C (5.0 mg.) in dry pyridine (0.1 ml.) was treated with thionyl chloride (0.01 ml.) for 10 minutes at 0°C., then added to iced-water (5 ml.) and left for 15 minutes. The solution was adjusted to pH 2 with 2N.sulphuric acid, then extracted with chloroform (3 × 5 ml.). The extracts were dried over sodium sulphate, then concentrated to yield Sirodesmin A as an oil (4.3 mg.). The reactants are C(=O)(OC(C)(C)C)N1CCN(CC1)CC1=CC(=NC=C1)Cl (1-Boc-4-(2-chloropyridin-4-ylmethyl)piperazine), NC=1N=CC2=CC=CC=C2C1 (3-aminoisoquinoline), CC1(C2=C(C(=CC=C2)P(C3=CC=CC=C3)C4=CC=CC=C4)OC5=C(C=CC=C51)P(C6=CC=CC=C6)C7=CC=CC=C7)C (xantphos), C(=O)([O-])[O-].[Cs+].[Cs+] (Cs2CO3). The reagents and catalysts are C=1C=CC(=CC1)/C=C/C(=O)/C=C/C2=CC=CC=C2.C=1C=CC(=CC1)/C=C/C(=O)/C=C/C2=CC=CC=C2.C=1C=CC(=CC1)/C=C/C(=O)/C=C/C2=CC=CC=C2.[Pd].[Pd] (Pd2(dba)3). Solvent: C1(=CC=CC=C1)C (toluene), CCOC(=O)C (EtOAc). Yields the product C1=NC(=CC2=CC=CC=C12)NC1=NC=CC(=C1)CN1CCN(CC1)C(=O)OC(C)(C)C (2-(Isoquinolin-3-ylamino)-4-(4-tert-butoxycarbonylpiperazin-1-ylmethyl)-pyridine). The yield is 36.7%. As a reaction SMILES: [C:1]([N:8]1[CH2:13][CH2:12][N:11]([CH2:14][C:15]2[CH:20]=[CH:19][N:18]=[C:17](Cl)[CH:16]=2)[CH2:10][CH2:9]1)([O:3][C:4]([CH3:7])([CH3:6])[CH3:5])=[O:2].[NH2:22][C:23]1[N:24]=[CH:25][C:26]2[C:31]([CH:32]=1)=[CH:30][CH:29]=[CH:28][CH:27]=2.CC1(C)C2C(=C(P(C3C=CC=CC=3)C3C=CC=CC=3)C=CC=2)OC2C(P(C3C=CC=CC=3)C3C=CC=CC=3)=CC=CC1=2.C([O-])([O-])=O.[Cs+].[Cs+]>C1(C)C=CC=CC=1.C1C=CC(/C=C/C(/C=C/C2C=CC=CC=2)=O)=CC=1.C1C=CC(/C=C/C(/C=C/C2C=CC=CC=2)=O)=CC=1.C1C=CC(/C=C/C(/C=C/C2C=CC=CC=2)=O)=CC=1.[Pd].[Pd].CCOC(C)=O>[CH:25]1[C:26]2[C:31](=[CH:30][CH:29]=[CH:28][CH:27]=2)[CH:32]=[C:23]([NH:22][C:17]2[CH:16]=[C:15]([CH2:14][N:11]3[CH2:12][CH2:13][N:8]([C:1]([O:3][C:4]([CH3:7])([CH3:6])[CH3:5])=[O:2])[CH2:9][CH2:10]3)[CH:20]=[CH:19][N:18]=2)[N:24]=1 |f:3.4.5,7.8.9.10.11|. Procedure: 1-Boc-4-(2-chloropyridin-4-ylmethyl)piperazine (500 mg, 1.63 mmol) (Preparation B-14) was mixed with 3-aminoisoquinoline (234 mg, 1.0 equiv), Pd2(dba)3 (148 mg, 0.1 equiv), xantphos (140 mg, 0.15 equiv), and Cs2CO3 (735 mg, 1.4 equiv) in toluene. The mixture was refluxed overnight, and EtOAc was added in to dilute the mixture. After filtration, the filtrate was concentrated and applied onto a silica gel column. The title compound (250 mg, yield 61%) was obtained as yellow solid. The reactants are O=[N+]([O-])c1cc(Cl)c2c(Cl)ccc3c2c1CC3, [H][H], C1CCOC1. Yields the product Nc1cc(Cl)c2c(Cl)ccc3c2c1CC3. RXN SMILES: [Cl:1][c:2]1[cH:3][c:4]([N+:15]([O-:16])=[O:17])[c:5]2[c:13]3[c:8]([cH:9][cH:10][c:11]([Cl:14])[c:12]13)[CH2:7][CH2:6]2.[H:18][H:19].[O:20]1[CH2:21][CH2:22][CH2:23][CH2:24]1>>[Cl:1][c:2]1[cH:3][c:4]([NH2:15])[c:5]2[c:13]3[c:8]([cH:9][cH:10][c:11]([Cl:14])[c:12]13)[CH2:7][CH2:6]2. Yields the product Cl.CN(C)CC1=CC=2CN(CCC2O1)C(C1=CC=C(C=C1)C(C1=CC(=CC=C1)Cl)=O)=O (N,N-dimethyl-[5-[4-(3-chlorobenzoyl)benzoyl]-4,5,6,7-tetrahydrofuro[3,2-c]pyridin-2-ylmethyl]amine hydrochloride). Reactants: CN(C)CC1=CC=2CN(CCC2O1)C(C1=CC=C(C=C1)C(C1=CC(=CC=C1)Cl)=O)=O (N,N-Dimethyl-[5-[4-(3-chlorobenzoyl)benzoyl]-4,5,6,7-tetrahydrofuro[3,2-c]pyridin-2-ylmethyl]amine), Cl (hydrogen chloride). Reported procedure: N,N-Dimethyl-[5-[4-(3-chlorobenzoyl)benzoyl]-4,5,6,7-tetrahydrofuro[3,2-c]pyridin-2-ylmethyl]amine 0.160 g was dissolved in 2 ml of methanol; hydrogen chloride in ethyl acetate was added in excess, followed by stirring. This was concentrated; the resulting solid was washed with diethyl ether to yield the desired product. Run in CO (methanol), C(C)(=O)OCC (ethyl acetate). RXN SMILES: [CH3:1][N:2]([CH2:4][C:5]1[O:13][C:12]2[CH2:11][CH2:10][N:9]([C:14](=[O:30])[C:15]3[CH:20]=[CH:19][C:18]([C:21](=[O:29])[C:22]4[CH:27]=[CH:26][CH:25]=[C:24]([Cl:28])[CH:23]=4)=[CH:17][CH:16]=3)[CH2:8][C:7]=2[CH:6]=1)[CH3:3].Cl>CO.C(OCC)(=O)C>[ClH:28].[CH3:3][N:2]([CH2:4][C:5]1[O:13][C:12]2[CH2:11][CH2:10][N:9]([C:14](=[O:30])[C:15]3[CH:16]=[CH:17][C:18]([C:21](=[O:29])[C:22]4[CH:27]=[CH:26][CH:25]=[C:24]([Cl:28])[CH:23]=4)=[CH:19][CH:20]=3)[CH2:8][C:7]=2[CH:6]=1)[CH3:1] |f:4.5|.